This data is from the Open Reaction Database (ORD), a public repository of structured organic reaction records. The task is: describe an organic reaction: reactants, conditions, products, and yield Starting materials: COC(=O)c1ccc(C(N)=O)c(OCCc2ccc(Cl)cc2Cl)c1, CO, Cl, [Li+], [OH-], O, O. The product is NC(=O)c1ccc(C(=O)O)cc1OCCc1ccc(Cl)cc1Cl. As a reaction SMILES: [CH3:1][O:2][C:3]([c:4]1[cH:5][c:6]([O:13][CH2:14][CH2:15][c:16]2[c:17]([Cl:23])[cH:18][c:19]([Cl:22])[cH:20][cH:21]2)[c:7]([C:8](=[O:9])[NH2:10])[cH:11][cH:12]1)=[O:24].[CH3:29][OH:30].[ClH:28].[Li+:27].[OH-:26].[OH2:25].[OH2:31]>>[O:2]=[C:3]([c:4]1[cH:5][c:6]([O:13][CH2:14][CH2:15][c:16]2[c:17]([Cl:23])[cH:18][c:19]([Cl:22])[cH:20][cH:21]2)[c:7]([C:8](=[O:9])[NH2:10])[cH:11][cH:12]1)[OH:24]. Reactants: C1(=CC=CC=C1)C1=NC(=CC(=C1)C1=CC=C(C=C1)OCC)C1=CC=CC=C1 (2,6 diphenyl-4-(p-ethoxyphenyl) pyridine). Reagents/catalysts: O=[Pt]=O (Adam's catalyst). Run in C(C)(=O)O (acetic acid). Run at time 4.5 hour. The product is C1(CCCCC1)C1=NC(=CC(=C1)C1=CC=C(C=C1)OCC)C1CCCCC1 (2,6-dicyclohexyl-4-(p-ethoxyphenyl) pyridine). As a reaction SMILES: [C:1]1([C:7]2[CH:12]=[C:11]([C:13]3[CH:18]=[CH:17][C:16]([O:19][CH2:20][CH3:21])=[CH:15][CH:14]=3)[CH:10]=[C:9]([C:22]3[CH:27]=[CH:26][CH:25]=[CH:24][CH:23]=3)[N:8]=2)[CH:6]=[CH:5][CH:4]=[CH:3][CH:2]=1>C(O)(=O)C.O=[Pt]=O>[CH:22]1([C:9]2[CH:10]=[C:11]([C:13]3[CH:18]=[CH:17][C:16]([O:19][CH2:20][CH3:21])=[CH:15][CH:14]=3)[CH:12]=[C:7]([CH:1]3[CH2:2][CH2:3][CH2:4][CH2:5][CH2:6]3)[N:8]=2)[CH2:27][CH2:26][CH2:25][CH2:24][CH2:23]1. Procedure details: The 2,6 diphenyl-4-(p-ethoxyphenyl) pyridine is then dissolved in glacial acetic acid (20ml) to which 0.2g of Adam's catalyst is added. The compound is then hydrogenated at 3 atm with shaking for 4-5 hours. The catalyst and solvent were removed from the reaction mixture leaving 2,6-dicyclohexyl-4-(p-ethoxyphenyl) pyridine m.p. 106°C. Reactants: N (ammonia), CNC(NN)=S (4-methyl-3-thiosemicarbazide), solution, C(C(C)(C)C)(=O)O (pivalic acid), CNC(NN)=S (4-methyl-3-thiosemicarbazide), N (ammonia), C(C(C)(C)C)(=O)O (pivalic acid), polyphosphoric acid, S(O)(O)(=O)=O (sulfuric acid), S(O)(O)(=O)=O (sulfuric acid), polyphosphoric acid. The solvent is C1(=CC=CC=C1)C (toluene), O (water), C1(=CC=CC=C1)C (toluene), C1(=CC=CC=C1)C (toluene). Run at temperature 70 celsius, time 1 hour. The product is C(C)(C)(C)C1=NN=C(S1)NC (5-t-butyl-2-methylamino-1,3,4-thiadiazole). The yield is 98.0%. As a reaction SMILES: S(=O)(=O)(O)O.[C:6](O)(=O)[C:7]([CH3:10])([CH3:9])[CH3:8].[CH3:13][NH:14][C:15](=[S:18])[NH:16][NH2:17].N>C1(C)C=CC=CC=1.O>[C:7]([C:6]1[S:18][C:15]([NH:14][CH3:13])=[N:16][N:17]=1)([CH3:10])([CH3:9])[CH3:8]. Procedure details: Into a four-necked, 1-liter flask equipped with a stirrer, thermometer and a drying tube was charged a solution of 115% polyphosphoric acid (63.98 g) and 96.2% sulfuric acid (21.33 g). A solution of pivalic acid (21.48 g, 0.2107 mole) and toluene (1.82 g) was added followed by 4-methyl-3-thiosemicarbazide (22.1 g, 0.2102 mole). The mixture was stirred with the initial reaction exotherm being controlled with cooling if necessary such that the reaction temperature did not rise above 70° C. The rea... Reactants: O=C([O-])[O-], CCO, CON, Cl, [K+], [K+], CC1(c2ccc(O)c(N)c2)OCCO1. Product: CON=C(C)c1ccc(O)c(N)c1. RXN SMILES: [C:19](=[O:20])([O-:21])[O-:22].[CH3:25][CH2:26][OH:27].[CH3:2][O:3][NH2:4].[ClH:1].[K+:23].[K+:24].[NH2:5][c:6]1[c:7]([OH:18])[cH:8][cH:9][c:10]([C:12]2([CH3:17])[O:13][CH2:14][CH2:15][O:16]2)[cH:11]1>>[CH3:2][O:3][N:4]=[C:12]([c:10]1[cH:9][cH:8][c:7]([OH:18])[c:6]([NH2:5])[cH:11]1)[CH3:17].